Task: describe an organic reaction: reactants, conditions, products, and yield. Dataset: the Open Reaction Database (ORD), a public repository of structured organic reaction records Starting materials: Cc1ccc(Br)c2c1NCC2, Cc1cc2c(=O)[nH]cnc2cn1, Cl. Product: Cc1cc2c(N3CCc4c(Br)ccc(C)c43)ncnc2cn1, Cl. As a reaction SMILES: [Br:13][c:14]1[c:15]2[c:19]([c:20]([CH3:23])[cH:21][cH:22]1)[NH:18][CH2:17][CH2:16]2.[CH3:1][c:2]1[cH:3][c:4]2[c:5]([n:6][cH:7][nH:8][c:9]2=[O:10])[cH:11][n:12]1.[ClH:24]>>[CH3:1][c:2]1[cH:3][c:4]2[c:5]([n:6][cH:7][n:8][c:9]2[N:18]2[CH2:17][CH2:16][c:15]3[c:14]([Br:13])[cH:22][cH:21][c:20]([CH3:23])[c:19]32)[cH:11][n:12]1.[ClH:24]. Starting materials: C(C)(=O)OC1=C(C=C(C=C1C(C)(C)C)CCCO)C(C)(C)C (3-(4-acetoxy -3,5-di-tert-butylphenyl)propanol), Cl.N1=CC(=CC=C1)CCl (3-picolylchloride hydrochloride), [OH-].[Na+] (sodium hydroxide). The reagents and catalysts are S(=O)(=O)(O)[O-].C(CCC)[N+](CCCC)(CCCC)CCCC (tetrabutylammonium hydrogen sulphate). The solvent is C1(=CC=CC=C1)C (toluene). Conditions: time 5 hour. Product: C(C)(=O)OC1=C(C=C(C=C1C(C)(C)C)CCCOCC=1C=NC=CC1)C(C)(C)C (2,6-di-tert-butyl-4-[5-(3-pyridyl)-4-oxapentyl]phenyl acetate). Isolated yield 66.0%. Reaction SMILES: [C:1]([O:4][C:5]1[C:10]([C:11]([CH3:14])([CH3:13])[CH3:12])=[CH:9][C:8]([CH2:15][CH2:16][CH2:17][OH:18])=[CH:7][C:6]=1[C:19]([CH3:22])([CH3:21])[CH3:20])(=[O:3])[CH3:2].Cl.[N:24]1[CH:29]=[CH:28][CH:27]=[C:26]([CH2:30]Cl)[CH:25]=1.[OH-].[Na+]>S([O-])(O)(=O)=O.C([N+](CCCC)(CCCC)CCCC)CCC.C1(C)C=CC=CC=1>[C:1]([O:4][C:5]1[C:6]([C:19]([CH3:22])([CH3:21])[CH3:20])=[CH:7][C:8]([CH2:15][CH2:16][CH2:17][O:18][CH2:30][C:26]2[CH:25]=[N:24][CH:29]=[CH:28][CH:27]=2)=[CH:9][C:10]=1[C:11]([CH3:12])([CH3:13])[CH3:14])(=[O:3])[CH3:2] |f:1.2,3.4,5.6|. Procedure details: A solution of 19.74 g (64.42 mmol) of 3-(4-acetoxy -3,5-di-tert-butylphenyl)propanol, 12.68 g (77.3 mmol) of 3-picolylchloride hydrochloride and 5 g of tetrabutylammonium hydrogen sulphate in 250 ml of toluene is treated with 250 ml of 50% aqueous sodium hydroxide with vigorous stirring (>400 rpm) under a nitrogen atmosphere and external cooling with a watdr-bath. Stirring of the dark reaction mixture is continued for an additional 5 hours at room temperature. After usual extractive work-up, the... Starting materials: I.NC=1C(=NC(=C(N1)N)Cl)C(=O)NC(SC)=N (3,5-Diamino-6-chloropyrazinoyl-2-methylisothiourea hydriodide), O[C@H]1[C@@H](O[C@@H](OC1)C)CN(CCOC1=CC=C(C=C1)CCCCN)C[C@@H]1O[C@@H](OC[C@H]1O)C (4-(4-{2-[Bis-((2R,4S,5R)-5-hydroxy-2-methyl[1,3]dioxan-4-ylmethyl)amino]ethoxy}phenyl)-butylamine), C(C)(C)N(CC)C(C)C (diisopropylethylamine). The solvent is C1CCOC1 (THF). Yields the product O[C@H]1[C@@H](O[C@@H](OC1)C)CN(CCOC1=CC=C(C=C1)CCCCNC(=N)NC(=O)C1=NC(=C(N=C1N)N)Cl)C[C@@H]1O[C@@H](OC[C@H]1O)C (N-[4-(4-{2-[Bis-((2R,4S,5R)-5-hydroxy-2-methyl[1,3]dioxan-4-ylmethyl)amino]ethoxy}-phenyl)butyl]-N′-(3,5-diamino-6-chloropyrazine-2-carbonyl)-guanidine). Yield: 73.4%. As a reaction SMILES: I.[NH2:2][C:3]1[C:4]([C:11]([NH:13][C:14](=[NH:17])SC)=[O:12])=[N:5][C:6]([Cl:10])=[C:7]([NH2:9])[N:8]=1.[OH:18][C@@H:19]1[CH2:24][O:23][C@@H:22]([CH3:25])[O:21][C@H:20]1[CH2:26][N:27]([CH2:42][C@H:43]1[C@H:48]([OH:49])[CH2:47][O:46][C@@H:45]([CH3:50])[O:44]1)[CH2:28][CH2:29][O:30][C:31]1[CH:36]=[CH:35][C:34]([CH2:37][CH2:38][CH2:39][CH2:40][NH2:41])=[CH:33][CH:32]=1.C(N(C(C)C)CC)(C)C>C1COCC1>[OH:18][C@@H:19]1[CH2:24][O:23][C@@H:22]([CH3:25])[O:21][C@H:20]1[CH2:26][N:27]([CH2:42][C@H:43]1[C@H:48]([OH:49])[CH2:47][O:46][C@@H:45]([CH3:50])[O:44]1)[CH2:28][CH2:29][O:30][C:31]1[CH:32]=[CH:33][C:34]([CH2:37][CH2:38][CH2:39][CH2:40][NH:41][C:14]([NH:13][C:11]([C:4]2[C:3]([NH2:2])=[N:8][C:7]([NH2:9])=[C:6]([Cl:10])[N:5]=2)=[O:12])=[NH:17])=[CH:35][CH:36]=1 |f:0.1|. Procedure: 1-(3,5-Diamino-6-chloropyrazinoyl-2-methylisothiourea hydriodide (0.39 g, 1.0 mmol) was added to a solution of 13 (0.49 g, 1.07 mmol) in THF (8 mL) containing diisopropylethylamine (0.18 mL, 2 mmol). The reaction mixture was stirred at reflux for 2.5 h and at room temperature overnight. After this time, the solvent was removed under reduced pressure. The brown residue was washed with ether (2×30 mL) and methylene chloride (2×10 mL). The residue was dissolved in a minimal volume of methanol (appr... Starting materials: C(C)(=O)O[C@H]1[C@@H](O[C@@]([C@H]1OCC1=CC=CC=C1)(COCC1=CC=CC=C1)COC(C)=O)N1C(=O)NC(=O)C=C1 (1-(2-O-Acetyl-4-C-acetoxymethyl-3,5-di-O-benzyl-β-D-ribofuranosyl)uracil), C[O-].[Na+] (sodium methoxide), Cl (hydrochloric acid). Run in CO (methanol). Product: C(C1=CC=CC=C1)O[C@H]1[C@H]([C@@H](O[C@@]1(COCC1=CC=CC=C1)CO)N1C(=O)NC(=O)C=C1)O (1-(3,5-Di-O-benzyl-4-C-hydroxymethyl-β-D-ribofuranosyl)uracil), material. The yield is 95.0%. RXN SMILES: C([O:4][C@@H:5]1[C@H:9]([O:10][CH2:11][C:12]2[CH:17]=[CH:16][CH:15]=[CH:14][CH:13]=2)[C@@:8]([CH2:27][O:28]C(=O)C)([CH2:18][O:19][CH2:20][C:21]2[CH:26]=[CH:25][CH:24]=[CH:23][CH:22]=2)[O:7][C@H:6]1[N:32]1[CH:39]=[CH:38][C:36](=[O:37])[NH:35][C:33]1=[O:34])(=O)C.C[O-].[Na+].Cl>CO>[CH2:11]([O:10][C@@H:9]1[C@@:8]([CH2:27][OH:28])([CH2:18][O:19][CH2:20][C:21]2[CH:26]=[CH:25][CH:24]=[CH:23][CH:22]=2)[O:7][C@@H:6]([N:32]2[CH:39]=[CH:38][C:36](=[O:37])[NH:35][C:33]2=[O:34])[C@@H:5]1[OH:4])[C:12]1[CH:13]=[CH:14][CH:15]=[CH:16][CH:17]=1 |f:1.2|. Procedure: To a stirred solution of nucleoside 40 (2.0 g, 3.7 mmol) in methanol (25 cm3) was added sodium methoxide (0.864 g, 95%, 16.0 mmol). The reaction mixture was stirred at room temperature for 10 min and neutralised with 20% aqueous hydrochloric acid. The solvent was partly evaporated and the residue was extracted with ethyl acetate (3×50 cm3). The combined organic phase was washed with a saturated aqueous solution of sodium hydrogencarbonate (3×20 cm3) and was dried (Na2SO4). The solvent was remove... Reactants: ClC=1C=CC=C2C(=C(N=NC12)C1=CC=CC=C1)C=1C=C(C=CC1)N (3-(8-chloro-3-phenyl-cinnolin-4-yl)-phenylamine), BrC=1C=CC(=C(C=O)C1)OC (5-bromo-2-methoxybenzaldehyde). Yields the product BrC=1C=CC(=C(CNC2=CC(=CC=C2)C2=C(N=NC3=C(C=CC=C23)Cl)C2=CC=CC=C2)C1)OC (N-(5-Bromo-2-methoxybenzyl)-3-(8-chloro-3-phenylcinnolin-4-yl)aniline). RXN SMILES: [Cl:1][C:2]1[CH:3]=[CH:4][CH:5]=[C:6]2[C:11]=1[N:10]=[N:9][C:8]([C:12]1[CH:17]=[CH:16][CH:15]=[CH:14][CH:13]=1)=[C:7]2[C:18]1[CH:19]=[C:20]([NH2:24])[CH:21]=[CH:22][CH:23]=1.[Br:25][C:26]1[CH:27]=[CH:28][C:29]([O:34][CH3:35])=[C:30]([CH:33]=1)[CH:31]=O>>[Br:25][C:26]1[CH:27]=[CH:28][C:29]([O:34][CH3:35])=[C:30]([CH:33]=1)[CH2:31][NH:24][C:20]1[CH:21]=[CH:22][CH:23]=[C:18]([C:7]2[C:6]3[C:11](=[C:2]([Cl:1])[CH:3]=[CH:4][CH:5]=3)[N:10]=[N:9][C:8]=2[C:12]2[CH:13]=[CH:14][CH:15]=[CH:16][CH:17]=2)[CH:19]=1. Reported procedure: The title compound was prepared from 3-(8-chloro-3-phenyl-cinnolin-4-yl)-phenylamine and 5-bromo-2-methoxybenzaldehyde according to the procedure of Step 5 Example 6. MS (ES) m/z 529.9.